From a dataset of the Open Reaction Database (ORD), a public repository of structured organic reaction records. describe an organic reaction: reactants, conditions, products, and yield Starting materials: BrC=1C(=NC=C(C(=O)NC2=CC=C(C=C2)OC(C)(F)F)C1)Cl (5-bromo-6-chloro-N-(4-(1,1-difluoroethoxy)phenyl)nicotinamide), N1C[C@@H](CC1)O ((R)-pyrrolidin-3-ol). Yields the product BrC=1C(=NC=C(C(=O)NC2=CC=C(C=C2)OC(C)(F)F)C1)N1C[C@@H](CC1)O ((R)-5-Bromo-N-(4-(1,1-difluoroethoxy)phenyl)-6-(3-hydroxypyrrolidin-1-yl)nicotinamide). Reaction SMILES: [Br:1][C:2]1[C:3](Cl)=[N:4][CH:5]=[C:6]([CH:21]=1)[C:7]([NH:9][C:10]1[CH:15]=[CH:14][C:13]([O:16][C:17]([F:20])([F:19])[CH3:18])=[CH:12][CH:11]=1)=[O:8].[NH:23]1[CH2:27][CH2:26][C@@H:25]([OH:28])[CH2:24]1>>[Br:1][C:2]1[C:3]([N:23]2[CH2:27][CH2:26][C@@H:25]([OH:28])[CH2:24]2)=[N:4][CH:5]=[C:6]([CH:21]=1)[C:7]([NH:9][C:10]1[CH:15]=[CH:14][C:13]([O:16][C:17]([F:20])([F:19])[CH3:18])=[CH:12][CH:11]=1)=[O:8]. Reported procedure: The title compound was prepared in an analogous fashion to that described in Stage 33.1 using 5-bromo-6-chloro-N-(4-(1,1-difluoroethoxy)phenyl)nicotinamide (Stage 215.2) and (R)-pyrrolidin-3-ol to afford a white solid. HPLC (Condition 4) tR=5.11 min, UPLC-MS (Condition 3) tR=1.02 min, m/z=440.3 [M−H]−. Reactants: C(C)(CC)[BH-](C(C)CC)C(C)CC.[Li+] (Lithium tris-sec-butylborohydride), COC1CN(CCC1=O)CC1=CC=CC=C1 (3-methoxy-1-(phenylmethyl)-4-piperidinone), C(C)(=O)O (Acetic acid). Run in O1CCCC1 (tetrahydrofuran). Run at temperature -70 celsius, time 2 hour. Yields the product CO[C@@H]1CN(CC[C@@H]1O)CC1=CC=CC=C1 (cis-3-methoxy-1-(phenylmethyl)-4-piperidinol). The yield is 29.3%. As a reaction SMILES: [CH3:1][O:2][CH:3]1[C:8](=[O:9])[CH2:7][CH2:6][N:5]([CH2:10][C:11]2[CH:16]=[CH:15][CH:14]=[CH:13][CH:12]=2)[CH2:4]1.C([BH-](C(CC)C)C(CC)C)(CC)C.[Li+].C(O)(=O)C>O1CCCC1>[CH3:1][O:2][C@H:3]1[C@@H:8]([OH:9])[CH2:7][CH2:6][N:5]([CH2:10][C:11]2[CH:16]=[CH:15][CH:14]=[CH:13][CH:12]=2)[CH2:4]1 |f:1.2|. Procedure details: a') A solution of 3-methoxy-1-(phenylmethyl)-4-piperidinone (4.4 g) in tetrahydrofuran was cooled to -75° C. Lithium tris-sec-butylborohydride was added dropwise and the reaction mixture was stirred for 2 hours at -70° C. Acetic acid 10% (100 ml) was added dropwise at room temperature. The organic solvent was evaporated. The aqueous residue was alkalized with NH4OH, then extracted twice with diisopropylether. The separated organic layer was washed with water, dried over MgSO4, filtered and the s... The product is O=C(O)C(Cc1cccc(OC(F)(F)C(F)F)c1)C(O)c1csc(-c2ccccc2)n1. RXN SMILES: [CH2:36]([OH:37])[CH3:38].[Na+:35].[O:39]1[CH2:40][CH2:41][CH2:42][CH2:43]1.[OH-:34].[OH:1][CH:2]([CH:3]([C:4](=[O:5])[O:6][CH2:7][CH3:8])[CH2:9][c:10]1[cH:11][c:12]([O:16][C:17]([CH:18]([F:19])[F:20])([F:21])[F:22])[cH:13][cH:14][cH:15]1)[c:23]1[n:24][c:25](-[c:28]2[cH:29][cH:30][cH:31][cH:32][cH:33]2)[s:26][cH:27]1>>[OH:1][CH:2]([CH:3]([C:4](=[O:5])[OH:6])[CH2:9][c:10]1[cH:11][c:12]([O:16][C:17]([CH:18]([F:19])[F:20])([F:21])[F:22])[cH:13][cH:14][cH:15]1)[c:23]1[n:24][c:25](-[c:28]2[cH:29][cH:30][cH:31][cH:32][cH:33]2)[s:26][cH:27]1. Starting materials: CCO, [Na+], C1CCOC1, [OH-], CCOC(=O)C(Cc1cccc(OC(F)(F)C(F)F)c1)C(O)c1csc(-c2ccccc2)n1. The reactants are C1(CCCC1)N1N=C(C(=C1N)C(=O)N)CC (1-cyclopentyl-3-ethyl-5-amino-1H-pyrazole-4-carboxamide), FC(C1=C(C=O)C=CC=C1)(F)F (2-trifluoromethylbenzaldehyde), aldehyde. Solvent: C(C)(=O)O (acetic acid), C(C)(=O)O (acetic acid). Yields the product C1(CCCC1)N1NC(=C2C1=NC(=NC2=O)C2=C(C=CC=C2)C(F)(F)F)CC (1-cyclopentyl-3-ethyl-6-(2-trifluoromethylphenyl)-pyrazolo[3,4-d]pyrimidin-4-one). Reaction SMILES: [CH:1]1([N:6]2[C:10]([NH2:11])=[C:9]([C:12]([NH2:14])=[O:13])[C:8]([CH2:15][CH3:16])=[N:7]2)[CH2:5][CH2:4][CH2:3][CH2:2]1.[F:17][C:18]([F:28])([F:27])[C:19]1[CH:26]=[CH:25][CH:24]=[CH:23][C:20]=1[CH:21]=O>C(O)(=O)C>[CH:1]1([N:6]2[C:10]3=[N:11][C:21]([C:20]4[CH:23]=[CH:24][CH:25]=[CH:26][C:19]=4[C:18]([F:17])([F:27])[F:28])=[N:14][C:12](=[O:13])[C:9]3=[C:8]([CH2:15][CH3:16])[NH:7]2)[CH2:2][CH2:3][CH2:4][CH2:5]1. Procedure details: A mixture of 1-cyclopentyl-3-ethyl-5-amino-1H-pyrazole-4-carboxamide (0.59 g, 2.65 mmol), 2-trifluoromethylbenzaldehyde (0.5 ml) and glacial acetic acid (25 ml) was refluxed overnight and then 0.5 equivalents of additional aldehyde was added and the mixture was refluxed for about 3 days. The reaction mixture was cooled to room temperature, the acetic acid was stripped and the residue was cooled and rinsed with ether to give a white solid which was collected by filtration and recrystallized from ... The reactants are product, ClC=1C=2N(C3=CC=CC=C3N1)C(=NN2)CC (4-chloro-1-ethyl-[1,2,4]triazolo[4,3-a]quinoxaline), product, C(C)NCC (diethylamine), ClC=1C=2N(C3=CC=CC=C3N1)C=NN2 (4-chloro-[1,2,4]triazolo[4,3-a]quinoxaline), C(CC)NCCC (di-n-propylamine). The product is C(C)N(C=1C=2N(C3=CC=CC=C3N1)C(=NN2)CC)CC (4-diethylamino-1-ethyl-[1,2,4]triazolo[4,3-a]quinoxaline). Isolated yield 69.0%. Reaction SMILES: Cl[C:2]1[C:3]2[N:4]([C:12]([CH2:15][CH3:16])=[N:13][N:14]=2)[C:5]2[C:10]([N:11]=1)=[CH:9][CH:8]=[CH:7][CH:6]=2.Cl[C:18]1[C:19]2[N:20](C=NN=2)[C:21]2C(N=1)=CC=C[CH:22]=2.C(NCC)C.C(NCCC)CC>>[CH2:19]([N:20]([CH2:21][CH3:22])[C:2]1[C:3]2[N:4]([C:12]([CH2:15][CH3:16])=[N:13][N:14]=2)[C:5]2[C:10]([N:11]=1)=[CH:9][CH:8]=[CH:7][CH:6]=2)[CH3:18]. Procedure details: This compound was prepared by the method of Example 11, utilizing 4-chloro-1-ethyl-[1,2,4]triazolo[4,3-a]quinoxaline (the product of Example 4) as starting material in place of 4-chloro-[1,2,4]triazolo[4,3-a]quinoxaline (the product of Example 2) and diethylamine as reagent in place of di-n-propylamine. The crude product was recrystallized from cyclohexane to afford 3.54 g. (69% yield) of pure 4-diethylamino-1-ethyl-[1,2,4]triazolo[4,3-a]quinoxaline as a white solid (m.p. 98°-100° C.). Mass spec... Reactants: [BH4-].[Na+] (NaBH4), COC([C@@H](NC(C1=C(C=CC=C1Cl)Cl)=O)CC1=CC=C(C=C1)C1=C(C=CC=C1)C=O)=O (N-(2,6-dichlorobenzoyl)-4-(2-formylphenyl)-L-phenylalanine methyl ester). Run in CO (MeOH). Run at time 3 hour. Yields the product COC([C@@H](NC(C1=C(C=CC=C1Cl)Cl)=O)CC1=CC=C(C=C1)C1=C(C=CC=C1)CO)=O (N-(2,6-dichlorobenzoyl)-4-[2-(hydroxymethyl)phenyl]-L-phenylalanine methyl ester). Yield: 103.9%. RXN SMILES: [BH4-].[Na+].[CH3:3][O:4][C:5](=[O:33])[C@H:6]([CH2:18][C:19]1[CH:24]=[CH:23][C:22]([C:25]2[CH:30]=[CH:29][CH:28]=[CH:27][C:26]=2[CH:31]=[O:32])=[CH:21][CH:20]=1)[NH:7][C:8](=[O:17])[C:9]1[C:14]([Cl:15])=[CH:13][CH:12]=[CH:11][C:10]=1[Cl:16]>CO>[CH3:3][O:4][C:5](=[O:33])[C@H:6]([CH2:18][C:19]1[CH:24]=[CH:23][C:22]([C:25]2[CH:30]=[CH:29][CH:28]=[CH:27][C:26]=2[CH2:31][OH:32])=[CH:21][CH:20]=1)[NH:7][C:8](=[O:17])[C:9]1[C:10]([Cl:16])=[CH:11][CH:12]=[CH:13][C:14]=1[Cl:15] |f:0.1|. Procedure: NaBH4 (21 mg) was added to a solution of N-(2,6-dichlorobenzoyl)-4-(2-formylphenyl)-L-phenylalanine methyl ester (0.23 g) in MeOH (5 mL) and the mixture was stirred at room temperature for 3 h. The reaction was quenched with acetone and the mixture was evaporated. The residue was partitioned between EtOAc and water. The EtOAc layer was dried (MgSO4) and evaporated to yield N-(2,6-dichlorobenzoyl)-4-[2-(hydroxymethyl)phenyl]-L-phenylalanine methyl ester (0.24 g). ESMS: m/z 480 ([M+Na]+). Starting materials: COC1=NC=C(C(=N1)OC)C=1C=NN(C1)C (2,4-bis-(methyloxy)-5-(1-methyl-1H-pyrazol-4-yl)pyrimidine), O1CCOCC1 (1,4-dioxane), solution, Cl (HCl), O1CCOCC1 (1,4-dioxane), solution, Cl (HCl), solution, Cl (HCl), O1CCOCC1 (1,4-dioxane). Run at temperature 90 celsius, time 1 hour. Product: Cl.CN1N=CC(=C1)C=1C(NC(NC1)=O)=O (5-(1-methyl-1H-pyrazol-4-yl)-2,4(1H,3H)-pyrimidinedione hydrochloride). As a reaction SMILES: C[O:2][C:3]1[N:8]=[C:7]([O:9]C)[C:6]([C:11]2[CH:12]=[N:13][N:14]([CH3:16])[CH:15]=2)=[CH:5][N:4]=1.[ClH:17].O1CCOCC1>>[ClH:17].[CH3:16][N:14]1[CH:15]=[C:11]([C:6]2[C:7](=[O:9])[NH:8][C:3](=[O:2])[NH:4][CH:5]=2)[CH:12]=[N:13]1 |f:3.4|. Reported procedure: 2,4-bis(methyloxy)-5-(1-methyl-1H-pyrazol-4-yl)pyrimidine (Prep28, 483.7 mg, 1.977 mmol) was suspended in 4M solution of HCl in 1,4-dioxane (10 mL, 40.0 mmol) to give a white suspension. After 1 h at 90° C., 5 ml of 4M solution of HCl in 1,4-dioxane (5 mL, 20.0 mmol) were then added and the reaction mixture was vigorously stirred at 90° C. Again, 5 ml of 4M solution of HCl in 1,4-dioxane (5 mL, 20.0 mmol) were added and the reaction mixture was vigorously stirred at 90° C. overnight. The solvent...